From a dataset of the Open Reaction Database (ORD), a public repository of structured organic reaction records. describe an organic reaction: reactants, conditions, products, and yield The reactants are C1(=CC=CC=C1)P(C1=CC=CC=C1)C1=CC=CC=C1 (Triphenylphosphine), CCOC(=O)/N=N/C(=O)OCC (diethylazodicarboxylate), C[Si](C)(C)N=[N+]=[N-] (trimethylsilyl azide), C(C)(C)(C)OC(N[C@H](CC1=CC2=CC=CC=C2C=C1)C(NCCC1=CC=CC=C1)=O)=O (((1R)-2-(2-Naphthyl)-1-(phenethylcarbamoyl)ethyl)carbamic acid tert-butyl ester), [N+](=O)(O)[O-].[N+](=O)(O)[O-].[N+](=O)(O)[O-].[N+](=O)(O)[O-].[N+](=O)(O)[O-].[N+](=O)(O)[O-].[Ce] (Ammonium ceric nitrate). The solvent is C1CCOC1 (THF), C1CCOC1 (THF), O (water). Conditions: time 8 hour. Product: C(C)(C)(C)OC(N[C@H](CC1=CC2=CC=CC=C2C=C1)C1=NN=NN1CCC1=CC=CC=C1)=O (((1R)-2-(2-naphthyl)-1-(1-phenethyl-1H-tetrazol-5-yl)ethyl)carbamic acid tert-butylester). Isolated yield 12.9%. As a reaction SMILES: [C:1]([O:5][C:6](=[O:31])[NH:7][C@@H:8]([C:20](=O)[NH:21][CH2:22][CH2:23][C:24]1[CH:29]=[CH:28][CH:27]=[CH:26][CH:25]=1)[CH2:9][C:10]1[CH:19]=[CH:18][C:17]2[C:12](=[CH:13][CH:14]=[CH:15][CH:16]=2)[CH:11]=1)([CH3:4])([CH3:3])[CH3:2].C1(P(C2C=CC=CC=2)C2C=CC=CC=2)C=CC=CC=1.CCOC(/[N:56]=[N:57]/C(OCC)=O)=O.C[Si]([N:67]=[N+]=[N-])(C)C.[N+]([O-])(O)=O.[N+]([O-])(O)=O.[N+]([O-])(O)=O.[N+]([O-])(O)=O.[N+]([O-])(O)=O.[N+]([O-])(O)=O.[Ce]>C1COCC1.O>[C:1]([O:5][C:6](=[O:31])[NH:7][C@@H:8]([C:20]1[N:21]([CH2:22][CH2:23][C:24]2[CH:29]=[CH:28][CH:27]=[CH:26][CH:25]=2)[N:57]=[N:56][N:67]=1)[CH2:9][C:10]1[CH:19]=[CH:18][C:17]2[C:12](=[CH:13][CH:14]=[CH:15][CH:16]=2)[CH:11]=1)([CH3:4])([CH3:3])[CH3:2] |f:4.5.6.7.8.9.10|. Procedure: ((1R)-2-(2-Naphthyl)-1-(phenethylcarbamoyl)ethyl)carbamic acid tert-butyl ester (2.20 g, 5.26 mmol) was dissolved in dry THF (50 ml). Triphenylphosphine (2.76 g; 10.52 mmol) diethylazodicarboxylate (1.66 g, 10.52 mmol) and trimethylsilyl azide (1.22 g; 10.52 mmol) were added. The mixture was stirred overnight at room temperature. Ammonium ceric nitrate (23.06 g; 21.04 mmol) was dissolved in water (400 ml) and added dropwise to the reation mixture. THF (120 ml) was added and the reaction mixture ... The reactants are CCCCCCCCC, Cl, [Na+], [OH-], CCCC(O)(CCc1ccccc1)CC(=O)O. The product is CCCC(=O)CCc1ccccc1. Reaction SMILES: [CH3:21][CH2:22][CH2:23][CH2:24][CH2:25][CH2:26][CH2:27][CH2:28][CH3:29].[ClH:20].[Na+:2].[OH-:1].[OH:3][C:4]([CH2:5][C:6]([OH:7])=[O:8])([CH2:9][CH2:10][CH3:11])[CH2:12][CH2:13][c:14]1[cH:15][cH:16][cH:17][cH:18][cH:19]1>>[O:3]=[C:4]([CH2:9][CH2:10][CH3:11])[CH2:12][CH2:13][c:14]1[cH:15][cH:16][cH:17][cH:18][cH:19]1. Starting materials: ClC1=C(CC=2C=C3C(CCOC3=CC2)=O)C=C(C=C1)[C@@H]1O[C@@H]([C@H]([C@@H]([C@H]1O)O)O)CO (6-[2-chloro-5-((2S,3R,4R,5S,6R)-3,4,5-trihydroxy-6-hydroxymethyl-tetrahydro-pyran-2-yl)-benzyl]-chroman-4-one), [BH4-].[Na+] (sodium borohydride). Solvent: CO (methanol). Reaction conditions: time 2 hour. Product: ClC1=C(C=C(C=C1)[C@@H]1O[C@@H]([C@H]([C@@H]([C@H]1O)O)O)CO)CC=1C=C2C(CCOC2=CC1)O ((2S,3R,4R,5S,6R)-2-[4-chloro-3-(4-hydroxy-chroman-6-ylmethyl)-phenyl]-6-hydroxymethyl-tetrahydro-pyran-3,4,5-triol). RXN SMILES: [Cl:1][C:2]1[CH:19]=[CH:18][C:17]([C@H:20]2[C@H:25]([OH:26])[C@@H:24]([OH:27])[C@H:23]([OH:28])[C@@H:22]([CH2:29][OH:30])[O:21]2)=[CH:16][C:3]=1[CH2:4][C:5]1[CH:6]=[C:7]2[C:12](=[CH:13][CH:14]=1)[O:11][CH2:10][CH2:9][C:8]2=[O:15].[BH4-].[Na+]>CO>[Cl:1][C:2]1[CH:19]=[CH:18][C:17]([C@H:20]2[C@H:25]([OH:26])[C@@H:24]([OH:27])[C@H:23]([OH:28])[C@@H:22]([CH2:29][OH:30])[O:21]2)=[CH:16][C:3]=1[CH2:4][C:5]1[CH:6]=[C:7]2[C:12](=[CH:13][CH:14]=1)[O:11][CH2:10][CH2:9][CH:8]2[OH:15] |f:1.2|. Procedure details: To a solution of 6-[2-chloro-5-((2S,3R,4R,5S,6R)-3,4,5-trihydroxy-6-hydroxymethyl-tetrahydro-pyran-2-yl)-benzyl]-chroman-4-one (0.1 g, 0.23 mmol) in methanol (3 mL) was added sodium borohydride (0.017 g, 0.46 mmol). The reaction mixture was stirred for 2 h and quenched by the addition of water (10 mL) and extracted with ethyl acetate (150 mL×3), solvent was removed under reduced pressure to get crude (2S,3R,4R,5S,6R)-2-[4-chloro-3-(4-hydroxy-chroman-6-ylmethyl)-phenyl]-6-hydroxymethyl-tetrahydro... The reactants are N[C@@H](CCC(=O)O)C(=O)O (L-glutamic acid), C1(CCCCC1)N=C=NC1CCCCC1 (dicyclohexylcarbodiimide), C=1(C(=CC=CC1)S(=O)(=O)O)C.C(C1=CC=CC=C1)OC([C@H]1NCCC1Br)=O (3-bromo-proline benzyl ester toluene sulfonic acid), C(C)N1CCOCC1 (N-ethyl morpholine). Run in ClCCl.CN(C)C=O (dichloromethane DMF), ClCCl (dichloromethane). The product is C(C1=CC=CC=C1)OC([C@H]1N(CCC1Br)C([C@@H](N)CCC(O)=O)=O)=O (L-glutamyl-3-bromo-proline benzyl ester). RXN SMILES: [NH2:1][C@H:2]([C:8]([OH:10])=O)[CH2:3][CH2:4][C:5]([OH:7])=[O:6].C1(C)C(S(O)(=O)=O)=CC=CC=1.[CH2:22]([O:29][C:30](=[O:37])[C@@H:31]1[CH:35]([Br:36])[CH2:34][CH2:33][NH:32]1)[C:23]1[CH:28]=[CH:27][CH:26]=[CH:25][CH:24]=1.C(N1CCOCC1)C.C1(N=C=NC2CCCCC2)CCCCC1>ClCCl.CN(C=O)C.ClCCl>[CH2:22]([O:29][C:30](=[O:37])[C@@H:31]1[CH:35]([Br:36])[CH2:34][CH2:33][N:32]1[C:8](=[O:10])[C@H:2]([CH2:3][CH2:4][C:5](=[O:6])[OH:7])[NH2:1])[C:23]1[CH:28]=[CH:27][CH:26]=[CH:25][CH:24]=1 |f:1.2,5.6|. Procedure: A solution of 20 mmoles of pyro-L-glutamic acid and 20 mmoles of 3-bromo-proline benzyl ester toluene sulfonic acid, neutralized with N-ethyl morpholine, in dichloromethane: DMF(4:1) is cooled in an ice bath with stirring. A solution of 20 mmoles of dicyclohexylcarbodiimide in dichloromethane is ddded to the above reaction mixture. The reaction mixture is stirred in an ice water bath for one hour and then at room temperature overnight. Dicyclohexylurea is removed by filtration and the product is... Starting materials: BrC=1C(N(N=C(C1)Cl)C)=O (4-Bromo-6-chloro-2-methylpyridazin-3(2H)-one), C(=O)([O-])[O-].[Cs+].[Cs+] (Cs2CO3), N1(CCC1)CC(C)(OC=1C=CC(=NC1)N)C (5-(1-(azetidin-1-yl)-2-methylpropan-2-yloxy)pyridin-2-amine), CC1(C2=C(C(=CC=C2)P(C3=CC=CC=C3)C4=CC=CC=C4)OC5=C(C=CC=C51)P(C6=CC=CC=C6)C7=CC=CC=C7)C (Xantphos). Reagents/catalysts: C=1C=CC(=CC1)/C=C/C(=O)/C=C/C2=CC=CC=C2.C=1C=CC(=CC1)/C=C/C(=O)/C=C/C2=CC=CC=C2.C=1C=CC(=CC1)/C=C/C(=O)/C=C/C2=CC=CC=C2.[Pd].[Pd] (Pd2(dba)3). The solvent is O1CCOCC1 (dioxane). Run at temperature 90 celsius, time 18 hour. Yields the product N1(CCC1)CC(OC=1C=CC(=NC1)NC=1C(N(N=C(C1)Cl)C)=O)(C)C (4-[5-(2-Azetidin-1-yl-1,1-dimethyl-ethoxy)-pyridin-2-ylamino]-6-chloro-2-methyl-2H-pyridazin-3-one). Reaction SMILES: Br[C:2]1[C:3](=[O:10])[N:4]([CH3:9])[N:5]=[C:6]([Cl:8])[CH:7]=1.[N:11]1([CH2:15][C:16]([CH3:26])([O:18][C:19]2[CH:20]=[CH:21][C:22]([NH2:25])=[N:23][CH:24]=2)[CH3:17])[CH2:14][CH2:13][CH2:12]1.CC1(C)C2C(=C(P(C3C=CC=CC=3)C3C=CC=CC=3)C=CC=2)OC2C(P(C3C=CC=CC=3)C3C=CC=CC=3)=CC=CC1=2.C([O-])([O-])=O.[Cs+].[Cs+]>O1CCOCC1.C1C=CC(/C=C/C(/C=C/C2C=CC=CC=2)=O)=CC=1.C1C=CC(/C=C/C(/C=C/C2C=CC=CC=2)=O)=CC=1.C1C=CC(/C=C/C(/C=C/C2C=CC=CC=2)=O)=CC=1.[Pd].[Pd]>[N:11]1([CH2:15][C:16]([CH3:26])([CH3:17])[O:18][C:19]2[CH:20]=[CH:21][C:22]([NH:25][C:2]3[C:3](=[O:10])[N:4]([CH3:9])[N:5]=[C:6]([Cl:8])[CH:7]=3)=[N:23][CH:24]=2)[CH2:14][CH2:13][CH2:12]1 |f:3.4.5,7.8.9.10.11|. Procedure: 4-Bromo-6-chloro-2-methylpyridazin-3(2H)-one (2.18 g, 9.75 mmol, Eq: 1.30), 5-(1-(azetidin-1-yl)-2-methylpropan-2-yloxy)pyridin-2-amine (1.66 g, 7.5 mmol, Eq: 1.00), Xantphos (651 mg, 1.13 mmol, 0.15 equiv) and Cs2CO3 (8.55 g, 26.3 mmol, 3.5 equiv) were combined in dioxane and the reaction mixture was degassed under vacuum with argon displacement. To the solution was added the Pd2(dba)3 (515 mg, 563 μM, 0.075 equiv) and the mixture was degassed again with argon. The reaction mixture was stirred ...